Dataset: the Open Reaction Database (ORD), a public repository of structured organic reaction records. Task: describe an organic reaction: reactants, conditions, products, and yield Reactants: [Cl-].C(C)(C)OC1=CC=C(C=C1)[C@H](C)[NH3+] ((S)-1-(4-isopropoxyphenyl)ethanaminium chloride), C(C)(C)(C)OC(=O)C1=C(C=CC=C1)C1=CC=C(C=C1)CN1C(=C(C2=CC(=CC=C12)C(=O)O)C)C (1-((2′-(tert-butoxycarbonyl)-[1,1′-biphenyl]-4-yl)methyl)-2,3-dimethyl-1H-indole-5-carboxylic acid), C(C)(C)(C)OC(=O)C1=C(C=CC=C1)C1=CC=C(C=C1)CN1C(=C(C2=CC(=CC=C12)C(=O)O)C)C (1-((2′-(tert-butoxycarbonyl)-[1,1′-biphenyl]-4-yl)methyl)-2,3-dimethyl-1H-indole-5-carboxylic acid). The product is C(C)(C)OC1=CC=C(C=C1)[C@H](C)NC(=O)C=1C=C2C(=C(N(C2=CC1)CC1=CC=C(C=C1)C=1C(=CC=CC1)C(=O)O)C)C ((S)-4′-((5-((1-(4-isopropoxyphenyl)ethyl)carbamoyl)-2,3-dimethyl-1H-indol-1-yl)methyl)-[1,1′-biphenyl]-2-carboxylic acid). RXN SMILES: [Cl-].[CH:2]([O:5][C:6]1[CH:11]=[CH:10][C:9]([C@@H:12]([NH3+:14])[CH3:13])=[CH:8][CH:7]=1)([CH3:4])[CH3:3].C([O:19][C:20]([C:22]1[CH:27]=[CH:26][CH:25]=[CH:24][C:23]=1[C:28]1[CH:33]=[CH:32][C:31]([CH2:34][N:35]2[C:43]3[C:38](=[CH:39][C:40]([C:44](O)=[O:45])=[CH:41][CH:42]=3)[C:37]([CH3:47])=[C:36]2[CH3:48])=[CH:30][CH:29]=1)=[O:21])(C)(C)C>>[CH:2]([O:5][C:6]1[CH:7]=[CH:8][C:9]([C@@H:12]([NH:14][C:44]([C:40]2[CH:39]=[C:38]3[C:43](=[CH:42][CH:41]=2)[N:35]([CH2:34][C:31]2[CH:30]=[CH:29][C:28]([C:23]4[C:22]([C:20]([OH:21])=[O:19])=[CH:27][CH:26]=[CH:25][CH:24]=4)=[CH:33][CH:32]=2)[C:36]([CH3:48])=[C:37]3[CH3:47])=[O:45])[CH3:13])=[CH:10][CH:11]=1)([CH3:4])[CH3:3] |f:0.1|. Reported procedure: The title compound was prepared following the same general synthetic procedure as described in Steps 3-4, Example 2, starting with (S)-1-(4-isopropoxyphenyl)ethanaminium chloride and 1-((2′-(tert-butoxycarbonyl)-[1,1′-biphenyl]-4-yl)methyl)-2,3-dimethyl-1H-indole-5-carboxylic acid instead of (S)-1-(4-(tert-butyl)phenyl)ethanaminium chloride and 1-((2′-(tert-butoxycarbonyl)-[1,1′-biphenyl]-4-yl)methyl)-2,3-dimethyl-1H-indole-5-carboxylic acid. ESI-MS (m/z): 560 [M+1]+. Procedure: To a mixture of the compound of part (iv) (40 kg), dichloromethane (120 L) and triethylamine (28.4 g) was slowly added phosphorus oxychloride (47.2 kg) over 3 hours maintaining the reaction temperature below 40° C. during the addition. The mixture was heated under reflux for 5 hours, cooled to 25° C. and cautiously quenched into 3N aqueous hydrochloric acid solution (176 L), maintaining the temperature below 20° C. during this operation. The layers were separated, the aqueous phase extracted wit... Starting materials: C(C)C1=C(C(=NC=N1)O)F (6-Ethyl-5-fluoro-4-hydroxypyrimidine), P(=O)(Cl)(Cl)Cl (phosphorus oxychloride). Yield: 90.0%. The product is ClC1=NC=NC(=C1F)CC (4-Chloro-6-ethyl-5-fluoropyrimidine). Reagents/catalysts: C(C)N(CC)CC (triethylamine). Conditions: temperature 25 celsius. As a reaction SMILES: [CH2:1]([C:3]1[N:8]=[CH:7][N:6]=[C:5](O)[C:4]=1[F:10])[CH3:2].P(Cl)(Cl)([Cl:13])=O>C(N(CC)CC)C.ClCCl>[Cl:13][C:5]1[C:4]([F:10])=[C:3]([CH2:1][CH3:2])[N:8]=[CH:7][N:6]=1. Run in ClCCl (dichloromethane). Reactants: COc1ccccc1-c1n[nH]c2c(Cl)cc(C)nc12, NCCO. Product: COc1ccccc1-c1n[nH]c2c(NCCO)cc(C)nc12. As a reaction SMILES: [Cl:5][c:6]1[c:7]2[c:8]([n:9][c:10]([CH3:12])[cH:11]1)[c:13](-[c:16]1[c:17]([O:22][CH3:23])[cH:18][cH:19][cH:20][cH:21]1)[n:14][nH:15]2.[NH2:1][CH2:2][CH2:3][OH:4]>>[NH:1]([CH2:2][CH2:3][OH:4])[c:6]1[c:7]2[c:8]([n:9][c:10]([CH3:12])[cH:11]1)[c:13](-[c:16]1[c:17]([O:22][CH3:23])[cH:18][cH:19][cH:20][cH:21]1)[n:14][nH:15]2. Starting materials: CC(C)(C)OC(=O)N1CCCC1c1cn(-c2ccc(-c3cccc(S(C)(=O)=O)c3)cc2)c(C(C)(C)c2ccccc2Cl)n1, ClCCl, O=C(O)C(F)(F)F. Yields the product CC(C)(c1ccccc1Cl)c1nc(C2CCCN2)cn1-c1ccc(-c2cccc(S(C)(=O)=O)c2)cc1. Reaction SMILES: [Cl:1][c:2]1[c:3]([C:8]([CH3:9])([CH3:10])[c:11]2[n:12](-[c:28]3[cH:29][cH:30][c:31](-[c:34]4[cH:35][c:36]([S:40](=[O:41])(=[O:42])[CH3:43])[cH:37][cH:38][cH:39]4)[cH:32][cH:33]3)[cH:13][c:14]([CH:16]3[N:17]([C:21]([O:22][C:23]([CH3:24])([CH3:25])[CH3:26])=[O:27])[CH2:18][CH2:19][CH2:20]3)[n:15]2)[cH:4][cH:5][cH:6][cH:7]1.[Cl:51][CH2:52][Cl:53].[F:44][C:45]([F:46])([F:47])[C:48]([OH:49])=[O:50]>>[Cl:1][c:2]1[c:3]([C:8]([CH3:9])([CH3:10])[c:11]2[n:12](-[c:28]3[cH:29][cH:30][c:31](-[c:34]4[cH:35][c:36]([S:40](=[O:41])(=[O:42])[CH3:43])[cH:37][cH:38][cH:39]4)[cH:32][cH:33]3)[cH:13][c:14]([CH:16]3[NH:17][CH2:18][CH2:19][CH2:20]3)[n:15]2)[cH:4][cH:5][cH:6][cH:7]1. Reactants: CCCCc1ncc(C=C2C(=O)N(CCCC)C(=O)N2CCCC)n1Cc1ccc(C(=O)OC(C)(C)C)cc1, ClCCl, O=C(O)C(F)(F)F. The product is CCCCc1ncc(C=C2C(=O)N(CCCC)C(=O)N2CCCC)n1Cc1ccc(C(=O)O)cc1. Reaction SMILES: [CH2:1]([CH2:2][CH2:3][CH3:4])[c:5]1[n:6]([CH2:26][c:27]2[cH:28][cH:29][c:30]([C:31](=[O:32])[O:33][C:34]([CH3:35])([CH3:36])[CH3:37])[cH:38][cH:39]2)[c:7]([CH:10]=[C:11]2[N:12]([CH2:22][CH2:23][CH2:24][CH3:25])[C:13](=[O:21])[N:14]([CH2:17][CH2:18][CH2:19][CH3:20])[C:15]2=[O:16])[cH:8][n:9]1.[CH2:40]([Cl:41])[Cl:42].[OH:43][C:44]([C:45]([F:46])([F:47])[F:48])=[O:49]>>[CH2:1]([CH2:2][CH2:3][CH3:4])[c:5]1[n:6]([CH2:26][c:27]2[cH:28][cH:29][c:30]([C:31](=[O:32])[OH:33])[cH:38][cH:39]2)[c:7]([CH:10]=[C:11]2[N:12]([CH2:22][CH2:23][CH2:24][CH3:25])[C:13](=[O:21])[N:14]([CH2:17][CH2:18][CH2:19][CH3:20])[C:15]2=[O:16])[cH:8][n:9]1. The reactants are CCO, COC(=O)c1cccc(C(C)N=[N+]=[N-])c1, [H][H]. Yields the product COC(=O)c1cccc(C(C)N)c1. Reaction SMILES: [CH3:18][CH2:19][OH:20].[CH3:1][O:2][C:3]([c:4]1[cH:5][c:6]([CH:10]([CH3:11])[N:12]=[N+:13]=[N-:14])[cH:7][cH:8][cH:9]1)=[O:15].[H:16][H:17]>>[CH3:1][O:2][C:3]([c:4]1[cH:5][c:6]([CH:10]([CH3:11])[NH2:12])[cH:7][cH:8][cH:9]1)=[O:15]. Starting materials: NC1=C(C=CC=C1)[N+](=O)[O-] (1-amino-2-nitrobenzene), C(C)N(C1=CC=CC=C1)CC (N,N-diethylaniline), CC=1C=C(C(=O)Cl)C=CC1 (3-methylbenzoyl chloride). The solvent is C1(=CC=CC=C1)C (toluene). Run at temperature 100 celsius. Yields the product CC=1C=C(C=CC1)C=1NC2=C(N1)C=CC=C2 (2-(3-methylphenyl)-benzimidazole). RXN SMILES: [NH2:1][C:2]1[CH:7]=[CH:6][CH:5]=[CH:4][C:3]=1[N+:8]([O-])=O.C(N(CC)C1C=CC=CC=1)C.[CH3:22][C:23]1[CH:24]=[C:25]([CH:29]=[CH:30][CH:31]=1)[C:26](Cl)=O>C1(C)C=CC=CC=1>[CH3:22][C:23]1[CH:24]=[C:25]([C:26]2[NH:1][C:2]3[CH:7]=[CH:6][CH:5]=[CH:4][C:3]=3[N:8]=2)[CH:29]=[CH:30][CH:31]=1. Procedure: The intermediate 2-(3-methylphenyl)-benzimidazole was prepared by first mixing reacting 1-amino-2-nitrobenzene (8.50 g, 61.54 mmol) with toluene (180 ml) and heating to 100° C. To this mixture was then added 20 ml of N,N-diethylaniline and the reaction vessel was placed under a nitrogen atmosphere. To this solution was then added 3-methylbenzoyl chloride (24 ml, 132 mmol) and this mixture was then stirred overnight. Starting materials: C(#N)[BH3-].[Na+] (Sodium cyanoborohydride), Cl (HCl), C(C1=CC=CC=C1)ON=CC1(CC(C1)CCCC)C(=O)O (1-(benzyloxyimino-methyl)-3-butyl-cyclobutanecarboxylic acid), CN(C)C=1C=CC(=CC1)N=NC=2C=CC(=CC2)S(=O)(=O)O (methyl orange), Cl (HCl). The solvent is CO (methanol). Conditions: temperature 0 celsius. Product: C(C1=CC=CC=C1)ONCC1(CC(C1)CCCC)C(=O)O (1-(Benzyloxyamino-Methyl)-3-Butyl-Cyclobutanecarboxylic Acid). RXN SMILES: [CH2:1]([O:8][N:9]=[CH:10][C:11]1([C:19]([OH:21])=[O:20])[CH2:14][CH:13]([CH2:15][CH2:16][CH2:17][CH3:18])[CH2:12]1)[C:2]1[CH:7]=[CH:6][CH:5]=[CH:4][CH:3]=1.CN(C1C=CC(N=NC2C=CC(S(O)(=O)=O)=CC=2)=CC=1)C.Cl.C([BH3-])#N.[Na+]>CO>[CH2:1]([O:8][NH:9][CH2:10][C:11]1([C:19]([OH:21])=[O:20])[CH2:14][CH:13]([CH2:15][CH2:16][CH2:17][CH3:18])[CH2:12]1)[C:2]1[CH:7]=[CH:6][CH:5]=[CH:4][CH:3]=1 |f:3.4|. Reported procedure: A solution of 1-(benzyloxyimino-methyl)-3-butyl-cyclobutanecarboxylic acid (5.62 g, 19.4 mmol) in methanol (200 mL) at 0° C. under a nitrogen atmosphere was added a trace amount of methyl orange. A solution of saturated methanolic HCl was added until a persistent red color was observed. Sodium cyanoborohydride (1.59 g, 25.3 mmol) was added portionwise alternately with methanolic HCl to maintain the red color. The reaction mixture was maintained at 0° C. for an additional 0.5 h and the volatiles ... Starting materials: ClC1=C(N)C=CC=C1 (2-chloroaniline), S(O)(O)(=O)=O (sulphuric acid). Solvent: ClC1=C(C=CC=C1)Cl (o-dichlorobenzene). Reaction conditions: time 4.3 hour. Yields the product ClC1=C(N)C=CC(=C1)S(=O)(=O)O (2-Chloroaniline-4-sulphonic acid). Reaction SMILES: [Cl:1][C:2]1[CH:8]=[CH:7][CH:6]=[CH:5][C:3]=1[NH2:4].[S:9](=O)(=[O:12])([OH:11])[OH:10]>ClC1C=CC=CC=1Cl>[Cl:1][C:2]1[CH:8]=[C:7]([S:9]([OH:12])(=[O:11])=[O:10])[CH:6]=[CH:5][C:3]=1[NH2:4]. Procedure details: Starting from 293.5 g of 2-chloroaniline, 460 ml of o-dichlorobenzene and 225.5 g of monohydrate, the reaction was performed as in Example 4. After 4.3 hours at 200° C., the mixture was cooled, filtered off with suction and dried. The isolated solid weighed 489.3 g and contained 51.1% of 2-chloroaniline-4-sulphonic acid, based on the use of 2-chloroaniline, with a selectivity of 100%.